Dataset: the Open Reaction Database (ORD), a public repository of structured organic reaction records. Task: describe an organic reaction: reactants, conditions, products, and yield Starting materials: [H-].[Na+] (NaH), OC1=CC=C(C=C1)C(CCC(=O)OC)=O (4-hydroxy-gamma-oxobenzenebutanoic acid, methyl ester), CN(C(=S)Cl)C (dimethylthiocarbamoyl chloride). Run in O (water), CN(C=O)C (dimethylformamide). Conditions: time 1 hour. Product: CN(C(=S)OC1=CC=C(C=C1)C(CCC(=O)OC)=O)C (4-dimethylthiocarbamoyloxy-gamma-oxobenzenebutanoic acid, methyl ester). RXN SMILES: [OH:1][C:2]1[CH:7]=[CH:6][C:5]([C:8](=[O:15])[CH2:9][CH2:10][C:11]([O:13][CH3:14])=[O:12])=[CH:4][CH:3]=1.[H-].[Na+].[CH3:18][N:19]([CH3:23])[C:20](Cl)=[S:21]>CN(C)C=O.O>[CH3:18][N:19]([CH3:23])[C:20]([O:1][C:2]1[CH:3]=[CH:4][C:5]([C:8](=[O:15])[CH2:9][CH2:10][C:11]([O:13][CH3:14])=[O:12])=[CH:6][CH:7]=1)=[S:21] |f:1.2|. Procedure: A solution of the product from Step B, 25 g, in anhydrous dimethylformamide (DMF) (300 ml) was cooled to 0° and 99% NaH, 3.46 g, was added in two portions. The mixture was stirred for 1 hour at 0° then dimethylthiocarbamoyl chloride, 19.3 g, was added and the mixture heated at 90° under a N2 atmosphere for 1.5 hours. The mixture was cooled to room temperature and diluted with water to 1,200 mL. The resulting solution was then extracted with ethyl acetate (3×50 ml). The combined organic layers we... Starting materials: C[S-].[Na+] (Sodium thiomethoxide), COC1=C(CBr)C=C(C=C1)[N+](=O)[O-] (2-methoxy-5-nitrobenzyl bromide). The solvent is CN(C=O)C (dimethylformamide). Reaction conditions: time 16 hour. Yields the product COC1=C(C=C(C=C1)[N+](=O)[O-])CSC (1-Methoxy-2-methylsulfanylmethyl-4-nitro-benzene). Isolated yield 92.3%. As a reaction SMILES: [CH3:1][S-:2].[Na+].[CH3:4][O:5][C:6]1[CH:13]=[CH:12][C:11]([N+:14]([O-:16])=[O:15])=[CH:10][C:7]=1[CH2:8]Br>CN(C)C=O>[CH3:4][O:5][C:6]1[CH:13]=[CH:12][C:11]([N+:14]([O-:16])=[O:15])=[CH:10][C:7]=1[CH2:8][S:2][CH3:1] |f:0.1|. Reported procedure: Sodium thiomethoxide (0.469 g) was added to a solution of 2-methoxy-5-nitrobenzyl bromide (1.5 g) in dimethylformamide (25 ml). The mixture was stirred for 16 h, solvent removed at reduced pressure and the residue dissolved in ethyl acetate and washed with water and brine, dried (Na2SO4) and solvent removed at reduced pressure to give the title compound (1.2 g) as a yellow solid Reactants: OCCBr, COC(=O)C1CNCCC1NC(=O)OCc1ccccc1, CC#N, CCN(C(C)C)C(C)C. Yields the product COC(=O)C1CN(CCO)CCC1NC(=O)OCc1ccccc1. As a reaction SMILES: [Br:31][CH2:32][CH2:33][OH:34].[CH2:1]([c:2]1[cH:3][cH:4][cH:5][cH:6][cH:7]1)[O:8][C:9](=[O:10])[NH:11][CH:12]1[CH:13]([C:18](=[O:19])[O:20][CH3:21])[CH2:14][NH:15][CH2:16][CH2:17]1.[CH3:35][C:36]#[N:37].[CH:22]([N:23]([CH2:24][CH3:25])[CH:26]([CH3:27])[CH3:28])([CH3:29])[CH3:30]>>[CH2:1]([c:2]1[cH:3][cH:4][cH:5][cH:6][cH:7]1)[O:8][C:9](=[O:10])[NH:11][CH:12]1[CH:13]([C:18](=[O:19])[O:20][CH3:21])[CH2:14][N:15]([CH2:32][CH2:33][OH:34])[CH2:16][CH2:17]1. Starting materials: C(=O)([O-])[O-].[Na+].[Na+] (Na2CO3), FC1=NC=C(C=C1I)C1=CC=CC=C1 (2-fluoro-3-iodo-5-phenyl-pyridine), C(=O)(OC(C)(C)C)N1C(=CC2=CC=CC=C12)B(O)O (1-boc-indole-2-boronic acid). The reagents and catalysts are C=1C=CC(=CC1)[P](C=2C=CC=CC2)(C=3C=CC=CC3)[Pd]([P](C=4C=CC=CC4)(C=5C=CC=CC5)C=6C=CC=CC6)([P](C=7C=CC=CC7)(C=8C=CC=CC8)C=9C=CC=CC9)[P](C=1C=CC=CC1)(C=1C=CC=CC1)C=1C=CC=CC1 (Pd(PPh3)4). Run in O (water), C1(=CC=CC=C1)C (toluene), CCO (EtOH), O (water). Yields the product FC1=NC=C(C=C1C=1N(C2=CC=CC=C2C1)C(=O)OC(C)(C)C)C1=CC=CC=C1 (tert-butyl 2-(2-fluoro-5-phenylpyridin-3-yl)-1H-indole-1-carboxylate). Isolated yield 76.3%. As a reaction SMILES: C([O-])([O-])=O.[Na+].[Na+].[F:7][C:8]1[C:13](I)=[CH:12][C:11]([C:15]2[CH:20]=[CH:19][CH:18]=[CH:17][CH:16]=2)=[CH:10][N:9]=1.[C:21]([N:28]1[C:36]2[C:31](=[CH:32][CH:33]=[CH:34][CH:35]=2)[CH:30]=[C:29]1B(O)O)([O:23][C:24]([CH3:27])([CH3:26])[CH3:25])=[O:22]>O.C1(C)C=CC=CC=1.CCO.C1C=CC([P]([Pd]([P](C2C=CC=CC=2)(C2C=CC=CC=2)C2C=CC=CC=2)([P](C2C=CC=CC=2)(C2C=CC=CC=2)C2C=CC=CC=2)[P](C2C=CC=CC=2)(C2C=CC=CC=2)C2C=CC=CC=2)(C2C=CC=CC=2)C2C=CC=CC=2)=CC=1>[F:7][C:8]1[C:13]([C:29]2[N:28]([C:21]([O:23][C:24]([CH3:27])([CH3:26])[CH3:25])=[O:22])[C:36]3[C:31]([CH:30]=2)=[CH:32][CH:33]=[CH:34][CH:35]=3)=[CH:12][C:11]([C:15]2[CH:20]=[CH:19][CH:18]=[CH:17][CH:16]=2)=[CH:10][N:9]=1 |f:0.1.2,^1:54,56,75,94|. Procedure: Na2CO3 (279 mg, 2.63 mmol, 6.9 Eq.) in water (2 mL) was added to a mixture of 2-fluoro-3-iodo-5-phenyl-pyridine (114 mg, 0.38 mmol, 1.0 Eq.), Pd(PPh3)4 (44 mg, 0.04 mmol, 10 mol %) and 1-boc-indole-2-boronic acid (116 mg, 0.57 mmol, 1.5 Eq.) in toluene (5 mL) and EtOH (1 mL). The reaction was heated at reflux under nitrogen overnight. After cooling to ambient temperature the reaction mixture was diluted with water (10 mL) and extracted with EtOAc (3×20 mL). The combined organic extracts were dri... Reactants: C=1SC=C2NC3=C(NC(C21)=O)C=CC=C3 (4,9-dihydro-10H-thieno[3,4-b][1,5]benzodiazepin-10-one), ice water, [H-].[Na+] (sodium hydride), C(C)I (ethyl iodide). Run in CN(C=O)C (dimethylformamide). Conditions: time 2 hour. Product: C(C)N1C(C=2C(NC3=C1C=CC=C3)=CSC2)=O (4,9-Dihydro-9-ethyl-10H-thieno[3,4-b][1,5]benzodiazepin-10-one). As a reaction SMILES: [CH:1]1[S:2][CH:3]=[C:4]2[C:10]=1[C:9](=[O:11])[NH:8][C:7]1[CH:12]=[CH:13][CH:14]=[CH:15][C:6]=1[NH:5]2.[H-].[Na+].[CH2:18](I)[CH3:19]>CN(C)C=O>[CH2:18]([N:8]1[C:7]2[CH:12]=[CH:13][CH:14]=[CH:15][C:6]=2[NH:5][C:4]2=[CH:3][S:2][CH:1]=[C:10]2[C:9]1=[O:11])[CH3:19] |f:1.2|. Reported procedure: An 11.8 g. portion of 4,9-dihydro-10H-thieno[3,4-b][1,5]benzodiazepin-10-one is reacted with 2.8 g. of 50% sodium hydride in mineral oil in 175 ml. of dimethylformamide. After 2 hours 11.5 g. of ethyl iodide is added and the mixture is stirred overnight at room temperature. The reaction mixture is poured into ice-water. After 3 hours the brown crystals are collected, washed with water and then ether and dried. The solid is heated to boiling in 75 ml. of methanol, filtered and the filtrate is tre... Reactants: CC(=O)O, O=N[O-], COc1cccc2c1C(O)(CN)CCC2, [Na+], O. The product is COc1cccc2c1CC(=O)CCC2. RXN SMILES: [CH3:20][C:21](=[O:22])[OH:23].[N:16]([O-:17])=[O:18].[NH2:1][CH2:2][C:3]1([OH:15])[CH2:4][CH2:5][CH2:6][c:7]2[cH:8][cH:9][cH:10][c:11]([O:13][CH3:14])[c:12]21.[Na+:19].[OH2:24]>>[CH2:2]1[C:3](=[O:15])[CH2:4][CH2:5][CH2:6][c:7]2[cH:8][cH:9][cH:10][c:11]([O:13][CH3:14])[c:12]21.